This data is from the Open Reaction Database (ORD), a public repository of structured organic reaction records. The task is: describe an organic reaction: reactants, conditions, products, and yield Reactants: CCCCCCC (n-heptane), C1CC(=O)N(C1=O)Br (NBS), N(=NC(C#N)(C)C)C(C#N)(C)C (azobisisobutyronitrile), COC=1C=C(C#N)C=CC1C (3-methoxy-4-methylbenzonitrile). Solvent: ClCCCl (1,2-dichloroethane). Conditions: temperature 82 celsius, time 30 minute. The product is BrCC1=C(C=C(C#N)C=C1)OC (4-Bromomethy-3-methoxybenzonitrile). As a reaction SMILES: [CH3:1][O:2][C:3]1[CH:4]=[C:5]([CH:8]=[CH:9][C:10]=1[CH3:11])[C:6]#[N:7].C1C(=O)N([Br:19])C(=O)C1.N(C(C)(C)C#N)=NC(C)(C)C#N.CCCCCCC>ClCCCl>[Br:19][CH2:11][C:10]1[CH:9]=[CH:8][C:5]([C:6]#[N:7])=[CH:4][C:3]=1[O:2][CH3:1]. Procedure details: 14.7 g (0.1 mol) of 3-methoxy-4-methylbenzonitrile were dissolved in 210 ml of 1,2-dichloroethane, brominated with 19.1 g (0.11 mol) of NBS in portions over the course of 1 h in the presence of catalytic amounts of azobisisobutyronitrile at 82° C. and, after the addition was complete, stirred at 82° C. for a further 30 min. After addition of n-heptane, precipitated succinimide was removed, and the solvent was stripped off. The yield was 18.5 [lacuna] (82%). 1H-NMR (DMSO-d6 ; δ in ppm): 7.60 (dd,...